The task is: describe an organic reaction: reactants, conditions, products, and yield. This data is from the Open Reaction Database (ORD), a public repository of structured organic reaction records. Reaction SMILES: [C:1]([O:4][C:5]1[C:14]([CH3:15])=[C:13]2[C:8]([C:9]([CH3:18])=[C:10]([CH3:17])[C:11](=[O:16])[O:12]2)=[CH:7][CH:6]=1)(=[O:3])[CH3:2].[Br:19]N1C(=O)CCC1=O.C(OOC(=O)C1C=CC=CC=1)(=O)C1C=CC=CC=1>C(Cl)(Cl)(Cl)Cl>[C:1]([O:4][C:5]1[C:14]([CH3:15])=[C:13]2[C:8]([C:9]([CH3:18])=[C:10]([CH2:17][Br:19])[C:11](=[O:16])[O:12]2)=[CH:7][CH:6]=1)(=[O:3])[CH3:2]. Reactants: C(C)(=O)OC1=CC=C2C(=C(C(OC2=C1C)=O)C)C (7-acetoxy-3,4,8-trimethylcoumarin), BrN1C(CCC1=O)=O (N-bromosuccinimide), C(C1=CC=CC=C1)(=O)OOC(C1=CC=CC=C1)=O (benzoyl peroxide). Procedure details: A mixture of 7-acetoxy-3,4,8-trimethylcoumarin (6.22 g, 25.3 mmol), N-bromosuccinimide (4.61 g, 25.9 mmol) and benzoyl peroxide (30 mg) were refluxed in carbon tetrachloride for 3.5 hours. The mixture was cooled to room temperature and partitioned between CH2Cl2 and water. The organic layer was separated and washed with water several times, then washed with brine. The organic layer was then dried with anhydrous sodium sulfate and evaporated to give crude product (11.8 g) which was recrystallized... The solvent is C(Cl)(Cl)(Cl)Cl (carbon tetrachloride). The product is C(C)(=O)OC1=CC=C2C(=C(C(OC2=C1C)=O)CBr)C (7-acetoxy-3-bromomethyl-4,8-dimethylcoumarin). Reactants: [H-].[Na+] (NaH), C(CC=C)O (3-buten-1-ol), C(C1=CC=CC=C1)Br (Benzyl bromide). The solvent is CN(C)C=O (DMF). Reaction conditions: time 30 minute. Product: C(CC=C)OCC1=CC=CC=C1 (Benzyl 3-Butenyl Ether). Reaction SMILES: [H-].[Na+].[CH2:3]([OH:7])[CH2:4][CH:5]=[CH2:6].[CH2:8](Br)[C:9]1[CH:14]=[CH:13][CH:12]=[CH:11][CH:10]=1>CN(C=O)C>[CH2:3]([O:7][CH2:8][C:9]1[CH:14]=[CH:13][CH:12]=[CH:11][CH:10]=1)[CH2:4][CH:5]=[CH2:6] |f:0.1|. Procedure: NaH (0.24 g) was slowly added to a solution of 3-buten-1-ol (0.72 g) in DMF (15 ml) at 0° C., and the reaction stirred for 30 minutes. Benzyl bromide (1.9 g) was added and the reaction was stirred at 25° C. for 18 hours. The mixture was filtered and concentrated. The residue was dissolved in hexane, washed with water (3×), dried over MgSO4, and concentrated. Purification by chromatography over silica gel (5% ethyl ether in hexane) afforded the titled compound. Reactants: C=CCBr, CC(C)Oc1cc(C(F)(F)F)c2c3c(ccc2n1)NC(C(C)C)CO3, [K+], [K+], O=C([O-])[O-], CN(C)C=O, O. The product is C=CCN1c2ccc3nc(OC(C)C)cc(C(F)(F)F)c3c2OCC1C(C)C. As a reaction SMILES: [CH2:32]([CH:33]=[CH2:34])[Br:35].[CH:1]([CH3:2])([CH3:3])[O:4][c:5]1[n:6][c:7]2[cH:8][cH:9][c:10]3[c:11]([c:12]2[c:13]([C:15]([F:16])([F:17])[F:18])[cH:14]1)[O:19][CH2:20][CH:21]([CH:23]([CH3:24])[CH3:25])[NH:22]3.[K+:26].[K+:27].[O-:28][C:29]([O-:30])=[O:31].[O:37]=[CH:38][N:39]([CH3:40])[CH3:41].[OH2:36]>>[CH:1]([CH3:2])([CH3:3])[O:4][c:5]1[n:6][c:7]2[cH:8][cH:9][c:10]3[c:11]([c:12]2[c:13]([C:15]([F:16])([F:17])[F:18])[cH:14]1)[O:19][CH2:20][CH:21]([CH:23]([CH3:24])[CH3:25])[N:22]3[CH2:34][CH:33]=[CH2:32]. Starting materials: Cl.Cl.N[C@H](C(=O)O)C\C=C\C[C@@H](C(=O)O)N.Cl (hydrochloride (S,S)-2,7-Diamino-E-oct-4-ene-1,8-dioic acid dihydrochloride), C[Si](C)(C)Cl (trimethylsilyl chloride), ClC(=O)OCC1C2=CC=CC=C2C=2C=CC=CC12 (9-fluorenylmethyl chloroformate). The solvent is C[Si](N[Si](C)(C)C)(C)C (hexamethyldisilazane), C(Cl)Cl (methylene chloride). Reaction conditions: temperature 0 celsius, time 1 hour. The product is C1=CC=CC=2C3=CC=CC=C3C(C12)COC(=O)N[C@H](C(=O)O)C\C=C\C[C@@H](C(=O)O)NC(=O)OCC1C2=CC=CC=C2C=2C=CC=CC12 ((S,S)-2,7-Bis(9-fluorenylmethyloxycarbonylamino)-(E)-oct-4-ene-1,8-dioic acid). Reaction SMILES: Cl.Cl.[NH2:3][C@@H:4]([CH2:8]/[CH:9]=[CH:10]/[CH2:11][C@H:12]([NH2:16])[C:13]([OH:15])=[O:14])[C:5]([OH:7])=[O:6].Cl.C[Si](Cl)(C)C.Cl[C:24]([O:26][CH2:27][CH:28]1[C:40]2[CH:39]=[CH:38][CH:37]=[CH:36][C:35]=2[C:34]2[C:29]1=[CH:30][CH:31]=[CH:32][CH:33]=2)=[O:25]>C[Si](C)(C)N[Si](C)(C)C.C(Cl)Cl>[CH:39]1[C:40]2[CH:28]([CH2:27][O:26][C:24]([NH:3][C@@H:4]([CH2:8]/[CH:9]=[CH:10]/[CH2:11][C@H:12]([NH:16][C:24]([O:26][CH2:27][CH:28]3[C:29]4[CH:30]=[CH:31][CH:32]=[CH:33][C:34]=4[C:35]4[C:40]3=[CH:39][CH:38]=[CH:37][CH:36]=4)=[O:25])[C:13]([OH:15])=[O:14])[C:5]([OH:7])=[O:6])=[O:25])[C:29]3[C:34](=[CH:33][CH:32]=[CH:31][CH:30]=3)[C:35]=2[CH:36]=[CH:37][CH:38]=1 |f:0.1.2.3|. Procedure: The acid hydrochloride (S,S)-2,7-Diamino-E-oct-4-ene-1,8-dioic acid dihydrochloride (1.59 g, 5.8 mmol) was suspended in hexamethyldisilazane (20 ml) and 1 ml of trimethylsilyl chloride was added. Then the suspension was refluxed overnight. The solvent was removed under reduced pressure and the residue was dissolved in anhydrous methylene chloride. This solution was cooled to 0° C. and a solution of 9-fluorenylmethyl chloroformate (3.10 g, 12 mmol) in methylene chloride was added. The solution wa... Starting materials: oil, CS(=O)(=O)Cl (methanesulfonylchloride), oil, solution, [F-].C(CCC)[N+](CCCC)(CCCC)CCCC (tetrabutylammoniumfluoride), BrCCCO[Si](C)(C)C(C)(C)C ((3-bromopropoxy)(tert-butyl)dimethylsilane), BrC1=NC(=CC=C1)OC (2-bromo-6-methoxypyridine), solution, C(CCC)[Li] (n-Butyllithium). Run in ClCCCl (DCE), C1CCOC1 (THF), C1CCOC1 (THF), C1CCOC1 (THF), C1CCOC1 (THF). Reaction conditions: temperature -78 celsius, time 20 minute. Product: CS(=O)(=O)OCCCC1=NC(=CC=C1)OC (3-(6-methoxypyridin-2-yl)propyl methanesulfonate). Reaction SMILES: Br[C:2]1[CH:7]=[CH:6][CH:5]=[C:4]([O:8][CH3:9])[N:3]=1.C([Li])CCC.Br[CH2:16][CH2:17][CH2:18][O:19][Si](C(C)(C)C)(C)C.[F-].C([N+](CCCC)(CCCC)CCCC)CCC.[CH3:45][S:46](Cl)(=[O:48])=[O:47]>C1COCC1.ClCCCl>[CH3:45][S:46]([O:19][CH2:18][CH2:17][CH2:16][C:2]1[CH:7]=[CH:6][CH:5]=[C:4]([O:8][CH3:9])[N:3]=1)(=[O:48])=[O:47] |f:3.4|. Reported procedure: To a solution of 2-bromo-6-methoxypyridine (144-1, 1.6 g, 8.88 mmol) in THF (30 mL) at −78° C. was added a 2.5 molar solution of n-Butyllithium in THF (3.9 mL, 5.86 mmol) and the system was stirred at −78° C. for 20 minutes followed by the addition of (3-bromopropoxy)(tert-butyl)dimethylsilane (1.5 g, 5.92 mmol). After 1 h, the cold bath was removed and the system was stirred as it approached ambient temperature. The contents were extracted with water and EtOAc. The organic phase was dried over ... Reactants: O=C1CCC(=O)N1Br, COc1cc(CCCO)ccc1C, ClCCl, c1ccc(P(c2ccccc2)c2ccccc2)cc1. The product is COc1cc(CCCBr)ccc1C. As a reaction SMILES: [Br:33][N:34]1[C:35](=[O:36])[CH2:37][CH2:38][C:39]1=[O:40].[CH3:1][O:2][c:3]1[cH:4][c:5]([CH2:10][CH2:11][CH2:12][OH:13])[cH:6][cH:7][c:8]1[CH3:9].[Cl:41][CH2:42][Cl:43].[c:14]1([P:15]([c:16]2[cH:17][cH:18][cH:19][cH:20][cH:21]2)[c:22]2[cH:23][cH:24][cH:25][cH:26][cH:27]2)[cH:28][cH:29][cH:30][cH:31][cH:32]1>>[CH3:1][O:2][c:3]1[cH:4][c:5]([CH2:10][CH2:11][CH2:12][Br:33])[cH:6][cH:7][c:8]1[CH3:9].